Dataset: the Open Reaction Database (ORD), a public repository of structured organic reaction records. Task: describe an organic reaction: reactants, conditions, products, and yield The reactants are BrC1=NC(=CC=C1)CO (2-Bromopyridine-6-methanol), O1CCCC=C1 (dihydropyran), C1(=CC=C(C=C1)S(=O)(=O)O)C (p-toluenesulfonic acid). Solvent: ClCCl (dichloromethane). Reaction conditions: time 24 hour. Yields the product BrC1=CC=CC(=N1)COC1OCCCC1 (6-Bromo-2-[(tetrahydropyran-2-yl)oxymethyl]pyridine). Isolated yield 83.8%. As a reaction SMILES: [Br:1][C:2]1[CH:7]=[CH:6][CH:5]=[C:4]([CH2:8][OH:9])[N:3]=1.[O:10]1[CH:15]=[CH:14][CH2:13][CH2:12][CH2:11]1.C1(C)C=CC(S(O)(=O)=O)=CC=1>ClCCl>[Br:1][C:2]1[N:3]=[C:4]([CH2:8][O:9][CH:11]2[CH2:12][CH2:13][CH2:14][CH2:15][O:10]2)[CH:5]=[CH:6][CH:7]=1. Reported procedure: 2-Bromopyridine-6-methanol (prepared as described in Tetrahedron Lett., 1996, 50, 2537) (5 g, 26.5 mmol) was added to a solution of dihydropyran (2.65 ml, 29.2 mmol), and p-toluenesulfonic acid (506 mg, 2.7 mmol) in dichloromethane (150 ml) at room temperature under nitrogen. After 24 h, the mixture was washed with sodium carbonate solution (×1) and water (×1), dried (MgSO4), evaporated in vacuo and the residue flash chromatographed on silica gel, eluting with 10% ethyl acetate/hexane to give th... The reactants are CC(C)(C)OC(=O)N1CCCC1c1ncc(C=O)n1COCC[Si](C)(C)C, O=C([O-])[O-], O=C([O-])O, C1CCOC1, CC(C)C(=O)C(=[N+]=[N-])P(=O)([O-])[O-], CO, [K+], [K+], [Na+]. Yields the product C#Cc1cnc(C2CCCN2C(=O)OC(C)(C)C)n1COCC[Si](C)(C)C. RXN SMILES: [C:1]([CH3:2])([CH3:3])([CH3:4])[O:5][C:6](=[O:7])[N:8]1[CH:9]([c:13]2[n:14]([CH2:20][O:21][CH2:22][CH2:23][Si:24]([CH3:25])([CH3:26])[CH3:27])[c:15]([CH:18]=[O:19])[cH:16][n:17]2)[CH2:10][CH2:11][CH2:12]1.[C:40](=[O:41])([O-:42])[O-:43].[C:46](=[O:47])([OH:48])[O-:49].[CH2:53]1[O:54][CH2:55][CH2:56][CH2:57]1.[CH3:28][CH:29]([CH3:30])[C:31](=[O:32])[C:33]([P:34](=[O:35])([O-:36])[O-:37])=[N+:38]=[N-:39].[CH3:51][OH:52].[K+:44].[K+:45].[Na+:50]>>[C:1]([CH3:2])([CH3:3])([CH3:4])[O:5][C:6](=[O:7])[N:8]1[CH:9]([c:13]2[n:14]([CH2:20][O:21][CH2:22][CH2:23][Si:24]([CH3:25])([CH3:26])[CH3:27])[c:15]([C:18]#[CH:28])[cH:16][n:17]2)[CH2:10][CH2:11][CH2:12]1. Starting materials: O=S1CCN(c2nc(Cl)nc3c(SCc4cccc(Cl)c4)ncnc23)CC1, NCCO. Yields the product O=S1CCN(c2nc(NCCO)nc3c(SCc4cccc(Cl)c4)ncnc23)CC1. As a reaction SMILES: [Cl:1][c:2]1[n:3][c:4]([N:21]2[CH2:22][CH2:23][S:24](=[O:27])[CH2:25][CH2:26]2)[c:5]2[c:6]([n:7]1)[c:8]([S:12][CH2:13][c:14]1[cH:15][c:16]([Cl:20])[cH:17][cH:18][cH:19]1)[n:9][cH:10][n:11]2.[OH:28][CH2:29][CH2:30][NH2:31]>>[c:2]1([NH:31][CH2:30][CH2:29][OH:28])[n:3][c:4]([N:21]2[CH2:22][CH2:23][S:24](=[O:27])[CH2:25][CH2:26]2)[c:5]2[c:6]([n:7]1)[c:8]([S:12][CH2:13][c:14]1[cH:15][c:16]([Cl:20])[cH:17][cH:18][cH:19]1)[n:9][cH:10][n:11]2. Starting materials: C(C)(C)(C)OO (tert-butyl hydroperoxide), [Cl-].[Na+] (sodium chloride), ClC1=NC(=NC(=N1)NCCCCC1CC(NC(C1)(C)C)(C)C)NCCCCC1CC(NC(C1)(C)C)(C)C (2-chloro-4,6-bis[N-(2,2,6,6-tetramethylpiperidin-4-yl)butylamino]-s-triazine). Reagents/catalysts: [Mo](=O)(=O)=O (molybdenum trioxide). Solvent: C1CCCCC1 (cyclohexane). Yields the product ClC1=NC(=NC(=N1)NCCCCC1CC(N(C(C1)(C)C)OC1CCCCC1)(C)C)NCCCCC1CC(N(C(C1)(C)C)OC1CCCCC1)(C)C (2-Chloro-4,6-bis[N-(1-cyclohexyloxy-2,2,6,6-tetramethylpiperidin-4-yl)butylamino]-s-triazine). Yield: 74.0%. RXN SMILES: [C:1]([O:5]O)([CH3:4])([CH3:3])C.[Cl-].[Na+].[Cl:9][C:10]1[N:15]=[C:14]([NH:16][CH2:17][CH2:18][CH2:19][CH2:20][CH:21]2[CH2:26][C:25]([CH3:28])([CH3:27])[NH:24][C:23]([CH3:30])([CH3:29])[CH2:22]2)[N:13]=[C:12]([NH:31][CH2:32][CH2:33][CH2:34][CH2:35][CH:36]2[CH2:41][C:40]([CH3:43])([CH3:42])[NH:39][C:38]([CH3:45])([CH3:44])[CH2:37]2)[N:11]=1>[Mo](=O)(=O)=O.C1CCCCC1>[Cl:9][C:10]1[N:15]=[C:14]([NH:16][CH2:17][CH2:18][CH2:19][CH2:20][CH:21]2[CH2:26][C:25]([CH3:28])([CH3:27])[N:24]([O:5][CH:1]3[CH2:4][CH2:19][CH2:18][CH2:17][CH2:3]3)[C:23]([CH3:30])([CH3:29])[CH2:22]2)[N:13]=[C:12]([NH:31][CH2:32][CH2:33][CH2:34][CH2:35][CH:36]2[CH2:41][C:40]([CH3:43])([CH3:42])[N:39]([O:5][CH:1]3[CH2:4][CH2:22][CH2:21][CH2:20][CH2:3]3)[C:38]([CH3:45])([CH3:44])[CH2:37]2)[N:11]=1 |f:1.2|. Procedure: A mixture of 57.7 g (0.448 mol) of 70% aqueous tert-butyl hydroperoxide, 250 ml of cyclohexane and 100 ml of saturated sodium chloride solution is agitated vigorously and the organic layer is then separated and dried over anhydrous magnesium sulfate. The drying agent is removed by filtration. The filtrate, 30.0 g (0.056 mol) of 2-chloro-4,6-bis[N-(2,2,6,6-tetramethylpiperidin-4-yl)butylamino]-s-triazine and 1.0 g of molybdenum trioxide are placed in a pressure bottle and heated at 130°-140° C. T... Reactants: CCc1nc2c(cnn2CC)c(NC2CCOCC2)c1CNC(=O)c1cccc(C(=O)NCc2cc(OC)cc(-c3cccc(CN4CCN(C(=O)OC(C)(C)C)C(C)C4)c3)c2)c1, ClCCl, O=C(O)C(F)(F)F. Product: CCc1nc2c(cnn2CC)c(NC2CCOCC2)c1CNC(=O)c1cccc(C(=O)NCc2cc(OC)cc(-c3cccc(CN4CCNC(C)C4)c3)c2)c1. Reaction SMILES: [CH2:1]([CH3:2])[n:3]1[n:4][cH:5][c:6]2[c:7]1[n:8][c:9]([CH2:62][CH3:63])[c:10]([CH2:19][NH:20][C:21](=[O:22])[c:23]1[cH:24][c:25]([C:29](=[O:30])[NH:31][CH2:32][c:33]3[cH:34][c:35](-[c:41]4[cH:42][c:43]([CH2:47][N:48]5[CH2:49][CH:50]([CH3:61])[N:51]([C:54]([O:55][C:56]([CH3:57])([CH3:58])[CH3:59])=[O:60])[CH2:52][CH2:53]5)[cH:44][cH:45][cH:46]4)[cH:36][c:37]([O:39][CH3:40])[cH:38]3)[cH:26][cH:27][cH:28]1)[c:11]2[NH:12][CH:13]1[CH2:14][CH2:15][O:16][CH2:17][CH2:18]1.[Cl:71][CH2:72][Cl:73].[F:64][C:65]([F:66])([F:67])[C:68]([OH:69])=[O:70]>>[CH2:1]([CH3:2])[n:3]1[n:4][cH:5][c:6]2[c:7]1[n:8][c:9]([CH2:62][CH3:63])[c:10]([CH2:19][NH:20][C:21](=[O:22])[c:23]1[cH:24][c:25]([C:29](=[O:30])[NH:31][CH2:32][c:33]3[cH:34][c:35](-[c:41]4[cH:42][c:43]([CH2:47][N:48]5[CH2:49][CH:50]([CH3:61])[NH:51][CH2:52][CH2:53]5)[cH:44][cH:45][cH:46]4)[cH:36][c:37]([O:39][CH3:40])[cH:38]3)[cH:26][cH:27][cH:28]1)[c:11]2[NH:12][CH:13]1[CH2:14][CH2:15][O:16][CH2:17][CH2:18]1. The reactants are C1=NC=CC=2C(=CC=CC12)C(=O)OC (methyl isoquinoline-5-carboxylate), C([O-])(O)=O.[Na+] (sodium bicarbonate), C1=CC(=CC(=C1)Cl)C(=O)OO (mCPBA). The solvent is ClCCl (dichloromethane), ClCCl (dichloromethane). The product is COC(=O)C1=C2C=C[N+](=CC2=CC=C1)[O-] (5-(methoxycarbonyl)isoquinoline 2-oxide). Yield: 63.5%. Reaction SMILES: [CH:1]1[C:10]2[CH:9]=[CH:8][CH:7]=[C:6]([C:11]([O:13][CH3:14])=[O:12])[C:5]=2[CH:4]=[CH:3][N:2]=1.C1C=C(Cl)C=C(C(OO)=[O:23])C=1.C(=O)(O)[O-].[Na+]>ClCCl>[CH3:14][O:13][C:11]([C:6]1[CH:7]=[CH:8][CH:9]=[C:10]2[C:5]=1[CH:4]=[CH:3][N+:2]([O-:23])=[CH:1]2)=[O:12] |f:2.3|. Procedure details: Methyl isoquinoline-5-carboxylate (5.8 g, 31.0 mmol) obtained in Step (3) above and dichloromethane (60 mL) were mixed and stirred. The reaction solution was added with mCPBA (8.02 g, 46.2 mmol) and stirred for about 5 hours at 50° C. The reaction mixture was cooled to room temperature and adjusted to have a pH value in a range of 9˜10 by adding a saturated aqueous sodium bicarbonate. The reaction mixture was diluted with dichloromethane, and washed with a saturated aqueous sodium bicarbonate so...